Dataset: the Open Reaction Database (ORD), a public repository of structured organic reaction records. Task: describe an organic reaction: reactants, conditions, products, and yield Reaction SMILES: [Cl:1]C(Cl)(Cl)CO[C:5](=[O:17])[NH:6][C:7]1[N:8]([CH3:16])[N:9]=[C:10]([C:12]([CH3:15])([CH3:14])[CH3:13])[CH:11]=1.[NH2:20][C@@H:21]1[C:30]2[C:25](=[CH:26][CH:27]=[CH:28][CH:29]=2)[C@H:24]([O:31][C:32]2[CH:33]=[CH:34][C:35]3[N:36]([C:38]([C@H:41]4[N:45]([CH3:46])[CH2:44][C@@H:43]([N:47]([CH3:49])[CH3:48])[CH2:42]4)=[N:39][N:40]=3)[CH:37]=2)[CH2:23][CH2:22]1.CCN(C(C)C)C(C)C.Cl>O1CCOCC1.CC#N>[ClH:1].[C:12]([C:10]1[CH:11]=[C:7]([NH:6][C:5]([NH:20][C@@H:21]2[C:30]3[C:25](=[CH:26][CH:27]=[CH:28][CH:29]=3)[C@H:24]([O:31][C:32]3[CH:33]=[CH:34][C:35]4[N:36]([C:38]([C@@H:41]5[CH2:42][C@H:43]([N:47]([CH3:49])[CH3:48])[CH2:44][N:45]5[CH3:46])=[N:39][N:40]=4)[CH:37]=3)[CH2:23][CH2:22]2)=[O:17])[N:8]([CH3:16])[N:9]=1)([CH3:13])([CH3:14])[CH3:15] |f:6.7|. Product: Cl.C(C)(C)(C)C=1C=C(N(N1)C)NC(=O)N[C@H]1CC[C@H](C2=CC=CC=C12)OC=1C=CC=2N(C1)C(=NN2)[C@H]2N(C[C@H](C2)N(C)C)C (1-(5-tert-Butyl-2-methyl-2H-pyrazol-3-yl)-3-{(1S,4R)-4-[3-((2S,4S)-4-dimethylamino-1-methyl-pyrrolidin-2-yl)-[1,2,4]triazolo[4,3-a]pyridin-6-yloxy]-1,2,3,4-tetrahydro-naphthalen-1-yl}-urea hydrochloride salt), solid. Isolated yield 74.0%. Procedure details: (5-Tert-butyl-2-methyl-2H-pyrazol-3-yl)-carbamic acid 2,2,2-trichloro-ethyl ester (US2004/0192653, which is incorporated herein by reference in its entirety; 242 mg, 0.74 mmol) was treated with a solution of Intermediate 38d (300 mg, 0.74 mmol) in 1,4-dioxane (5 mL) then DIPEA (185 μL, 1.1 mmol) was added. The mixture was stirred at 50° C. overnight. The mixture was evaporated in vacuo and the residue purified by HPLC (Method 6, 20-40% MeCN in H2O, 0.1% HCO2H over 30 min) to give a colourless gl... Starting materials: N[C@H]1CC[C@H](C2=CC=CC=C12)OC=1C=CC=2N(C1)C(=NN2)[C@@H]2C[C@@H](CN2C)N(C)C ({(3S,5S)-5-[6-((1R,4S)-4-Amino-1,2,3,4-tetrahydro-naphthalen-1-yloxy)-[1,2,4]triazolo[4,3-a]pyridin-3-yl]-1-methyl-pyrrolidin-3-yl}-dimethyl-amine), ClC(COC(NC=1N(N=C(C1)C(C)(C)C)C)=O)(Cl)Cl ((5-Tert-butyl-2-methyl-2H-pyrazol-3-yl)-carbamic acid 2,2,2-trichloro-ethyl ester), Cl (HCl), CCN(C(C)C)C(C)C (DIPEA). Conditions: temperature 50 celsius, time 8 hour. Solvent: O1CCOCC1 (1,4-dioxane), CC#N (MeCN). Reactants: OC1=CC=C2C(C=C(OC2=C1)C1=CC=CC=C1)=O (7-hydroxyflavone), BrCCCC=C (5-bromo-1-pentene), C([O-])([O-])=O.[K+].[K+] (potassium carbonate). Run in CC(=O)C (acetone). Run at time 6 hour. Product: C(CCC=C)OC1=CC=C2C(C=C(OC2=C1)C1=CC=CC=C1)=O (7-(4-Pentenoxy)flavone). The yield is 98.6%. As a reaction SMILES: [OH:1][C:2]1[CH:11]=[C:10]2[C:5]([C:6](=[O:18])[CH:7]=[C:8]([C:12]3[CH:17]=[CH:16][CH:15]=[CH:14][CH:13]=3)[O:9]2)=[CH:4][CH:3]=1.Br[CH2:20][CH2:21][CH2:22][CH:23]=[CH2:24].C(=O)([O-])[O-].[K+].[K+]>CC(C)=O>[CH2:24]([O:1][C:2]1[CH:11]=[C:10]2[C:5]([C:6](=[O:18])[CH:7]=[C:8]([C:12]3[CH:17]=[CH:16][CH:15]=[CH:14][CH:13]=3)[O:9]2)=[CH:4][CH:3]=1)[CH2:23][CH2:22][CH:21]=[CH2:20] |f:2.3.4|. Procedure details: A yellow suspension of 7-hydroxyflavone (25.66 g, 0.108 mol), 5-bromo-1-pentene (17.88 g, 14.2 ml, 0.12 mol), and anhydrous, powdered potassium carbonate (30.40 g, 0.22 mol) in acetone (500 ml) was stirred and heated at reflux for 24 hours. The tlc (thin layer chromatography), on silica gel eluted with 20% of hexane in ether, indicated that the reaction was incomplete. Additional 1.5 ml of 5-bromo-1-pentene was added and refluxing was continued for 6 hours and cooled. The solid was filtered and ...